This data is from the Open Reaction Database (ORD), a public repository of structured organic reaction records. The task is: describe an organic reaction: reactants, conditions, products, and yield Reactants: CCc1ccc(C#Cc2ccc(Br)cc2)cc1, C1CCOC1, O=CN1CCCCC1, I, N#N. The product is CCc1ccc(C#Cc2ccc(C=O)cc2)cc1. RXN SMILES: [Br:1][c:2]1[cH:3][cH:4][c:5]([C:8]#[C:9][c:10]2[cH:11][cH:12][c:13]([CH2:16][CH3:17])[cH:14][cH:15]2)[cH:6][cH:7]1.[CH2:29]1[O:30][CH2:31][CH2:32][CH2:33]1.[CH:21](=[O:22])[N:23]1[CH2:24][CH2:25][CH2:26][CH2:27][CH2:28]1.[I:20].[N:18]#[N:19]>>[c:2]1([CH:21]=[O:22])[cH:3][cH:4][c:5]([C:8]#[C:9][c:10]2[cH:11][cH:12][c:13]([CH2:16][CH3:17])[cH:14][cH:15]2)[cH:6][cH:7]1.